describe an organic reaction: reactants, conditions, products, and yield From a dataset of the Open Reaction Database (ORD), a public repository of structured organic reaction records. Starting materials: [BH4-], C1COCCO1, CN, CO, Cl, [Na+], CC(=O)c1cccc2[nH]cnc12. RXN SMILES: [BH4-:22].[CH2:16]1[O:17][CH2:18][CH2:19][O:20][CH2:21]1.[CH3:13][NH2:14].[CH3:24][OH:25].[ClH:15].[Na+:23].[nH:1]1[cH:2][n:3][c:4]2[c:5]1[cH:6][cH:7][cH:8][c:9]2[C:10]([CH3:11])=[O:12]>>[nH:1]1[cH:2][n:3][c:4]2[c:5]1[cH:6][cH:7][cH:8][c:9]2[CH:10]([CH3:11])[NH:14][CH3:13]. Product: CNC(C)c1cccc2[nH]cnc12. Starting materials: Cl.BrC1=CC=C2CCNCC2=C1 (7-bromo-1,2,3,4-tetrahydro-isoquinoline hydrochloride), C(=O)([O-])[O-].[Na+].[Na+] (Na2CO3), BOC-anhydride. Solvent: O (water), C(Cl)Cl (DCM), C(Cl)Cl (DCM), C(Cl)Cl (DCM). Reaction conditions: time 3 hour. The product is C(C)(C)(C)OC(=O)N1CC2=CC(=CC=C2CC1)Br (7-Bromo-3,4-dihydro-1H-isoquinoline-2-carboxylic acid tert-butyl ester). As a reaction SMILES: Cl.[Br:2][C:3]1[CH:12]=[C:11]2[C:6]([CH2:7][CH2:8][NH:9][CH2:10]2)=[CH:5][CH:4]=1.[C:13]([O-:16])([O-])=[O:14].[Na+].[Na+]>C(Cl)Cl.O>[C:6]([O:16][C:13]([N:9]1[CH2:8][CH2:7][C:6]2[C:11](=[CH:12][C:3]([Br:2])=[CH:4][CH:5]=2)[CH2:10]1)=[O:14])([CH3:11])([CH3:7])[CH3:5] |f:0.1,2.3.4|. Procedure: To a solution of 7-bromo-1,2,3,4-tetrahydro-isoquinoline hydrochloride (1.0 g, 4.0 mmol) in DCM (18 mL) and 2M aqueous Na2CO3 solution (5.0 mL, 10.0 mmol) was added a solution of BOC-anhydride (1.0 g, 4.6 mmol) in DCM (7 mL). The reaction mixture was stirred at RT for 3 h and then diluted with water and DCM (1:1, 100 mL). The organic phase was then separated and washed with brine, dried (MgSO4) and filtered. The solvent was evaporated and then carried to next step without purification. The reactants are S(=O)(Cl)Cl (thionyl chloride), CC=1SC=C(N1)C(=O)O (2-methyl-1,3-thiazole-4-carboxylic acid), S(=O)(Cl)Cl (thionyl chloride), S(=O)(Cl)Cl (Thionyl chloride). Run at temperature 80 celsius. Product: CC=1SC=C(N1)C(=O)Cl (2-Methyl-1,3-thiazole-4-carbonyl chloride). Reaction SMILES: [CH3:1][C:2]1[S:3][CH:4]=[C:5]([C:7]([OH:9])=O)[N:6]=1.S(Cl)([Cl:12])=O>>[CH3:1][C:2]1[S:3][CH:4]=[C:5]([C:7]([Cl:12])=[O:9])[N:6]=1. Procedure details: To 2-methyl-1,3-thiazole-4-carboxylic acid (1 g) was added thionyl chloride (5 ml). The mixture was heated at 80° C. for 8 h. Thionyl chloride (5 ml) was added and the mixture heated for 2 h at 80° C. Further thionyl chloride (5 ml) was added and the mixture heated for 2 h. The mixture was concentrated in vacuo and azeotroped with toluene to give the title compound (1.12 g) as a brown solid The reactants are COC(C1=CC(=CC(=C1)OCCCCCCCCCCCCCC)O)=O (3-hydroxy-5-(tetradecyloxy) benzoic acid methyl ester), BrCCCCCCC1=C(C(=CC=C1)OCC1=CC=CC=C1)OCC1=CC=CC=C1 (1-(6-bromohexyl)-2,3-bis(phenylmethoxy)benzene), C([O-])([O-])=O.[K+].[K+] (potassium carbonate), [I-].[Na+] (sodium iodide). Run in CC(=O)C (acetone), CN(C)C=O (DMF). The product is COC(C1=CC(=CC(=C1)OCCCCCCCCCCCCCC)OCCCCCCC1=C(C(=CC=C1)OCC1=CC=CC=C1)OCC1=CC=CC=C1)=O (3-[[6-[2,3-bis(phenylmethoxy)phenyl]hexyl]oxy]-5-(tetradecyloxy) benzoic acid methyl ester). Yield: 92.7%. Reaction SMILES: [CH3:1][O:2][C:3](=[O:26])[C:4]1[CH:9]=[C:8]([O:10][CH2:11][CH2:12][CH2:13][CH2:14][CH2:15][CH2:16][CH2:17][CH2:18][CH2:19][CH2:20][CH2:21][CH2:22][CH2:23][CH3:24])[CH:7]=[C:6]([OH:25])[CH:5]=1.Br[CH2:28][CH2:29][CH2:30][CH2:31][CH2:32][CH2:33][C:34]1[CH:39]=[CH:38][CH:37]=[C:36]([O:40][CH2:41][C:42]2[CH:47]=[CH:46][CH:45]=[CH:44][CH:43]=2)[C:35]=1[O:48][CH2:49][C:50]1[CH:55]=[CH:54][CH:53]=[CH:52][CH:51]=1.C(=O)([O-])[O-].[K+].[K+].[I-].[Na+]>CC(C)=O.CN(C=O)C>[CH3:1][O:2][C:3](=[O:26])[C:4]1[CH:9]=[C:8]([O:10][CH2:11][CH2:12][CH2:13][CH2:14][CH2:15][CH2:16][CH2:17][CH2:18][CH2:19][CH2:20][CH2:21][CH2:22][CH2:23][CH3:24])[CH:7]=[C:6]([O:25][CH2:28][CH2:29][CH2:30][CH2:31][CH2:32][CH2:33][C:34]2[CH:39]=[CH:38][CH:37]=[C:36]([O:40][CH2:41][C:42]3[CH:43]=[CH:44][CH:45]=[CH:46][CH:47]=3)[C:35]=2[O:48][CH2:49][C:50]2[CH:51]=[CH:52][CH:53]=[CH:54][CH:55]=2)[CH:5]=1 |f:2.3.4,5.6|. Procedure details: A mixture of 1.5 g (4.1 mmol) of 3-hydroxy-5-(tetradecyloxy) benzoic acid methyl ester, 2.3 g (5.1 mmol) of 1-(6-bromohexyl)-2,3-bis(phenylmethoxy)benzene, 1.1 g (8.2 mmol) of potassium carbonate and 0.6 g (4.1 mmol) of sodium iodide in 50 ml of acetone and 15 ml of DMF was stirred at reflux under argon for 32 hours. After the usual workup, the crude product was crystallized from methylene chloride-methanol to give 2.8 g (93% yield, mp 56°-58°) of 3-[[6-[2,3-bis(phenylmethoxy)phenyl]hexyl]oxy]-5...